This data is from the Open Reaction Database (ORD), a public repository of structured organic reaction records. The task is: describe an organic reaction: reactants, conditions, products, and yield Reactants: [Li]CCCC, CSc1ncc(Cl)cn1, N#CC1=C(C#N)C(=O)C(Cl)=C(Cl)C1=O, OCCc1ccsc1Cc1ccc(F)cc1, [Na+], C1CCOC1, [OH-], O. Product: CSc1ncc(Cl)c(-c2cc(CCO)c(Cc3ccc(F)cc3)s2)n1. Reaction SMILES: [CH2:1]([Li:2])[CH2:3][CH2:4][CH3:5].[Cl:22][c:23]1[cH:24][n:25][c:26]([S:29][CH3:30])[n:27][cH:28]1.[Cl:31][C:32]1=[C:43]([Cl:44])[C:41](=[O:42])[C:38]([C:39]#[N:40])=[C:35]([C:36]#[N:37])[C:33]1=[O:34].[F:6][c:7]1[cH:8][cH:9][c:10]([CH2:11][c:12]2[s:13][cH:14][cH:15][c:16]2[CH2:17][CH2:18][OH:19])[cH:20][cH:21]1.[Na+:46].[O:47]1[CH2:48][CH2:49][CH2:50][CH2:51]1.[OH-:45].[OH2:52]>>[F:6][c:7]1[cH:8][cH:9][c:10]([CH2:11][c:12]2[s:13][c:14](-[c:24]3[c:23]([Cl:22])[cH:28][n:27][c:26]([S:29][CH3:30])[n:25]3)[cH:15][c:16]2[CH2:17][CH2:18][OH:19])[cH:20][cH:21]1. Starting materials: C1CCOC1, [Li]CCCC, Cc1ccoc1C(=O)O, CN(C)C=O. The product is Cc1cc(C=O)oc1C(=O)O. As a reaction SMILES: [CH2:20]1[O:21][CH2:22][CH2:23][CH2:24]1.[CH3:10][CH2:11][CH2:12][CH2:13][Li:14].[CH3:1][c:2]1[c:3]([C:7](=[O:8])[OH:9])[o:4][cH:5][cH:6]1.[O:15]=[CH:16][N:17]([CH3:18])[CH3:19]>>[CH3:1][c:2]1[c:3]([C:7](=[O:8])[OH:9])[o:4][c:5]([CH:16]=[O:15])[cH:6]1. Starting materials: Cc1n[nH]c(N)c1-c1nc2ccc(CBr)cc2s1, C1CCNC1, CCO. The product is Cc1n[nH]c(N)c1-c1nc2ccc(CN3CCCC3)cc2s1. RXN SMILES: [Br:1][CH2:2][c:3]1[cH:4][c:5]2[c:6]([n:7][c:8](-[c:10]3[c:11]([NH2:16])[nH:12][n:13][c:14]3[CH3:15])[s:9]2)[cH:17][cH:18]1.[CH2:19]1[CH2:20][CH2:21][NH:22][CH2:23]1.[CH3:24][CH2:25][OH:26]>>[CH2:2]([c:3]1[cH:4][c:5]2[c:6]([n:7][c:8](-[c:10]3[c:11]([NH2:16])[nH:12][n:13][c:14]3[CH3:15])[s:9]2)[cH:17][cH:18]1)[N:22]1[CH2:21][CH2:20][CH2:19][CH2:23]1.